This data is from the Open Reaction Database (ORD), a public repository of structured organic reaction records. The task is: describe an organic reaction: reactants, conditions, products, and yield Reactants: [BH4-], O=C(c1ncc[nH]1)c1ncc[nH]1, CCOC(C)=O, CN(Cc1ccccc1)C(=O)CC(CC(=O)O)c1ccc(Cl)c(Cl)c1, [Na+], O. The product is CN(Cc1ccccc1)C(=O)CC(CCO)c1ccc(Cl)c(Cl)c1. Reaction SMILES: [BH4-:38].[C:26]([c:27]1[nH:28][cH:29][cH:30][n:31]1)([c:32]1[nH:33][cH:34][cH:35][n:36]1)=[O:37].[CH3:40][CH2:41][O:42][C:43]([CH3:44])=[O:45].[Cl:1][c:2]1[cH:3][c:4]([CH:9]([CH2:10][C:11](=[O:12])[OH:13])[CH2:14][C:15](=[O:16])[N:17]([CH3:18])[CH2:19][c:20]2[cH:21][cH:22][cH:23][cH:24][cH:25]2)[cH:5][cH:6][c:7]1[Cl:8].[Na+:39].[OH2:46]>>[Cl:1][c:2]1[cH:3][c:4]([CH:9]([CH2:10][CH2:11][OH:12])[CH2:14][C:15](=[O:16])[N:17]([CH3:18])[CH2:19][c:20]2[cH:21][cH:22][cH:23][cH:24][cH:25]2)[cH:5][cH:6][c:7]1[Cl:8].